From a dataset of the Open Reaction Database (ORD), a public repository of structured organic reaction records. describe an organic reaction: reactants, conditions, products, and yield Starting materials: C(C1=CC=CC=C1)OCC1=CC=CC=C1 (benzyl ether), BrC=1C=C2C=3CCCC(C3N(C2=CC1)S(=O)(=O)C1=CC=CC=C1)O (6-bromo-9-(phenylsulfonyl)-2,3,4,9-tetrahydro-1H-carbazol-1-ol), C(C1=CC=CC=C1)Br (benzyl bromide), [H-].[Na+] (sodium hydride), [OH-].[Na+] (sodium hydroxide), [OH-].[Na+] (sodium hydroxide). The solvent is CO (methanol), CN(C=O)C (N,N-dimethylformamide), O1CCCC1 (tetrahydrofuran). Run at time 1 minute. Product: BrC=1C=C2C=3CCCC(C3NC2=CC1)OCC1=CC=CC=C1 (6-bromo-1-[(phenylmethyl)oxy]-2,3,4,9-tetrahydro-1H-carbazole). Isolated yield 71.0%. Reaction SMILES: [Br:1][C:2]1[CH:3]=[C:4]2[C:12](=[CH:13][CH:14]=1)[N:11](S(C1C=CC=CC=1)(=O)=O)[C:10]1[CH:9]([OH:24])[CH2:8][CH2:7][CH2:6][C:5]2=1.[CH2:25](Br)[C:26]1[CH:31]=[CH:30][CH:29]=[CH:28][CH:27]=1.[H-].[Na+].C(OCC1C=CC=CC=1)C1C=CC=CC=1.[OH-].[Na+]>CN(C)C=O.CO.O1CCCC1>[Br:1][C:2]1[CH:3]=[C:4]2[C:12](=[CH:13][CH:14]=1)[NH:11][C:10]1[CH:9]([O:24][CH2:25][C:26]3[CH:31]=[CH:30][CH:29]=[CH:28][CH:27]=3)[CH2:8][CH2:7][CH2:6][C:5]2=1 |f:2.3,5.6|. Procedure details: To a solution of 6-bromo-9-(phenylsulfonyl)-2,3,4,9-tetrahydro-1H-carbazol-1-ol (25 mg, 0.06 mmol) in N,N-dimethylformamide (2 mL) was added benzyl bromide (0.5 mL) and sodium hydride (60% in oil, 50 mg, 1.2 mmol). The reaction was stirred 1.0 min and quenched with water (1 mL). The reaction was diluted with ethyl acetate, washed with water, and concentrated to provide 6-bromo-1-[(phenylmethyl)oxy]-9-(phenylsulfonyl)-2,3,4,9-tetrahydro-1H-carbolzole: MS m/z (m−1) 494, 496. The crude benzyl ether... Starting materials: Clc1ccc(Br)cc1, CC(C)(C)OC(=O)N1CCC(C=O)CC1, C1CCOC1, CN(C)CCN(C)C, [Li]CCCC. Product: CC(C)(C)OC(=O)N1CCC(C(O)c2ccc(Cl)cc2)CC1. RXN SMILES: [Br:1][c:2]1[cH:3][cH:4][c:5]([Cl:8])[cH:6][cH:7]1.[C:22]([CH3:23])([CH3:24])([CH3:25])[O:26][C:27](=[O:28])[N:29]1[CH2:30][CH2:31][CH:32]([CH:35]=[O:36])[CH2:33][CH2:34]1.[CH2:37]1[O:38][CH2:39][CH2:40][CH2:41]1.[CH3:14][N:15]([CH3:16])[CH2:17][CH2:18][N:19]([CH3:20])[CH3:21].[CH3:9][CH2:10][CH2:11][CH2:12][Li:13]>>[c:2]1([CH:35]([CH:32]2[CH2:31][CH2:30][N:29]([C:27]([O:26][C:22]([CH3:23])([CH3:24])[CH3:25])=[O:28])[CH2:34][CH2:33]2)[OH:36])[cH:3][cH:4][c:5]([Cl:8])[cH:6][cH:7]1. Reactants: BrC1=CC=C(C2=CC=CC=C12)C1=CC=CC=C1 (1-bromo-4-phenylnaphthalene), CCCCCC (hexane), C(CCC)[Li] (n-butyllithium), B(OC(C)C)(OC(C)C)OC(C)C (triisopropyl borate), Cl (hydrochloric acid). Run in C1(=CC=CC=C1)C (toluene), C(C)OCC (diethylether), C1CCOC1 (THF), O (water). Reaction conditions: temperature -20 celsius. Product: C1(=CC=CC=C1)C1=CC=C(C2=CC=CC=C12)B(O)O (4-phenylnaphthalene-1-boronic acid). Yield: 57.5%. As a reaction SMILES: Br[C:2]1[C:11]2[C:6](=[CH:7][CH:8]=[CH:9][CH:10]=2)[C:5]([C:12]2[CH:17]=[CH:16][CH:15]=[CH:14][CH:13]=2)=[CH:4][CH:3]=1.CCCCCC.C([Li])CCC.[B:29](OC(C)C)([O:34]C(C)C)[O:30]C(C)C.Cl>O.C1(C)C=CC=CC=1.C(OCC)C.C1COCC1>[C:12]1([C:5]2[C:6]3[C:11](=[CH:10][CH:9]=[CH:8][CH:7]=3)[C:2]([B:29]([OH:34])[OH:30])=[CH:3][CH:4]=2)[CH:17]=[CH:16][CH:15]=[CH:14][CH:13]=1. Reported procedure: Under an argon gas atmosphere, a mixture of 121.0 g (427.3 mmol) of 1-bromo-4-phenylnaphthalene, 1.2L of dehydrated THF and 1.2L of dehydrated diethylether was cooled down to −20 degrees C., and added with 360 ml (562 mmol) of hexane solution of 1.56M n-butyllithium in drops while being stirred. Then, the reaction mixture was stirred for one hour at −20 degree C. The reaction mixture was further cooled down to −60 degrees C., and added with 241.1 g (1.28 mol) of triisopropyl borate in drops. The... The reactants are OC1c2ccccc2C=Cc2ccc(Br)cc21, O=S(Cl)Cl, c1ccccc1. Product: ClC1c2ccccc2C=Cc2ccc(Br)cc21. RXN SMILES: [Br:1][c:2]1[cH:3][cH:4][c:5]2[c:6]([cH:17]1)[CH:7]([OH:16])[c:8]1[c:9]([cH:12][cH:13][cH:14][cH:15]1)[CH:10]=[CH:11]2.[S:18]([Cl:19])([Cl:20])=[O:21].[cH:22]1[cH:23][cH:24][cH:25][cH:26][cH:27]1>>[Br:1][c:2]1[cH:3][cH:4][c:5]2[c:6]([cH:17]1)[CH:7]([Cl:20])[c:8]1[c:9]([cH:12][cH:13][cH:14][cH:15]1)[CH:10]=[CH:11]2. The reactants are C(C)(C)(C)OC(NC1=C(C=CC(=C1)OCC)N)=O ((2-amino-5-ethoxy-phenyl)-carbamic acid tert-butyl ester), C(C)(C)(C)OC(CC(C1=CC(=CC=C1)C=1C=NC=CC1)=O)=O (3-oxo-3-(3-pyridin-3-yl-phenyl)-propionic acid tert-butyl ester). The product is C(C)(C)(C)OC(NC1=C(C=CC(=C1)OCC)NC(CC(C1=CC(=CC=C1)C=1C=NC=CC1)=O)=O)=O ({5-Ethoxy-2-[3-oxo-3-(3-pyridin-3-yl-phenyl)-propionylamino}-phenyl]-carbamic acid tert-butyl ester), foam. Isolated yield 55.0%. As a reaction SMILES: [C:1]([O:5][C:6](=[O:18])[NH:7][C:8]1[CH:13]=[C:12]([O:14][CH2:15][CH3:16])[CH:11]=[CH:10][C:9]=1[NH2:17])([CH3:4])([CH3:3])[CH3:2].C([O:23][C:24](=O)[CH2:25][C:26](=[O:39])[C:27]1[CH:32]=[CH:31][CH:30]=[C:29]([C:33]2[CH:34]=[N:35][CH:36]=[CH:37][CH:38]=2)[CH:28]=1)(C)(C)C>>[C:1]([O:5][C:6](=[O:18])[NH:7][C:8]1[CH:13]=[C:12]([O:14][CH2:15][CH3:16])[CH:11]=[CH:10][C:9]=1[NH:17][C:24](=[O:23])[CH2:25][C:26](=[O:39])[C:27]1[CH:32]=[CH:31][CH:30]=[C:29]([C:33]2[CH:34]=[N:35][CH:36]=[CH:37][CH:38]=2)[CH:28]=1)([CH3:2])([CH3:4])[CH3:3]. Procedure: The title compound was prepared from (2-amino-5-ethoxy-phenyl)-carbamic acid tert-butyl ester (Example J14) (194 mg, 0.77 mmol) and 3-oxo-3-(3-pyridin-3-yl-phenyl)-propionic acid tert-butyl ester (Example K1) (224 mg, 0.75 mmol) according to the general procedure M. Obtained as a light yellow foam (203 mg, 55%). RXN SMILES: [CH3:1][O:2][CH2:3][CH:4]1[C:9](=O)[CH2:8][CH2:7][O:6][CH2:5]1.[CH:11]([C@:14]1([C:20]([N:22]2[CH2:27][CH2:26][N:25]([C:28]3[CH:33]=[CH:32][CH:31]=[C:30]([C:34]([F:37])([F:36])[F:35])[CH:29]=3)[CH2:24][CH2:23]2)=[O:21])[CH2:18][CH2:17][C@@H:16]([NH2:19])[CH2:15]1)([CH3:13])[CH3:12]>>[CH:11]([C@:14]1([C:20]([N:22]2[CH2:27][CH2:26][N:25]([C:28]3[CH:33]=[CH:32][CH:31]=[C:30]([C:34]([F:36])([F:37])[F:35])[CH:29]=3)[CH2:24][CH2:23]2)=[O:21])[CH2:18][CH2:17][C@@H:16]([NH:19][CH:9]2[CH2:8][CH2:7][O:6][CH2:5][CH:4]2[CH2:3][O:2][CH3:1])[CH2:15]1)([CH3:13])[CH3:12]. Reported procedure: The title compound was prepared by reductive amination of 3-(methoxymethyl)tetrahydro-4H-pyran-4-one with (1R,3S)-3-isopropyl-3-({4-[3-(trifluoromethyl)phenyl]piperazin-1-yl}carbonyl)cyclopentanamine using the procedure described for Example 5. MS calculated for C27H40F3N3O3: (M+H) 512; found 512.2. The product is C(C)(C)[C@]1(C[C@@H](CC1)NC1C(COCC1)COC)C(=O)N1CCN(CC1)C1=CC(=CC=C1)C(F)(F)F (N-[(1R,3S)-3-isopropyl-3-({4-[3-(trifluoromethyl)phenyl]piperazin-1-yl}carbonyl)cyclopentyl]-3-(methoxymethyl)tetrahydro-2H-pyran-4-amine). Reactants: COCC1COCCC1=O (3-(methoxymethyl)tetrahydro-4H-pyran-4-one), C(C)(C)[C@]1(C[C@@H](CC1)N)C(=O)N1CCN(CC1)C1=CC(=CC=C1)C(F)(F)F ((1R,3S)-3-isopropyl-3-({4-[3-(trifluoromethyl)phenyl]piperazin-1-yl}carbonyl)cyclopentanamine).